This data is from the Open Reaction Database (ORD), a public repository of structured organic reaction records. The task is: describe an organic reaction: reactants, conditions, products, and yield Starting materials: NN1C(C2=CC=CC=C2C(=N1)CC=1C=NC(=CC1)Cl)=O (2-amino-4-((6-chloropyridin-3-yl)methyl)phthalazin-1(2H)-one), ClC1=CC=C(C=C1)CC(=O)O (2-(4-chlorophenyl)acetic acid). Yields the product ClC1=CC=C(C=C1)CC(=O)NN1C(C2=CC=CC=C2C(=N1)CC=1C=NC(=CC1)Cl)=O (2-(4-chlorophenyl)-N-{4-[(6-chloropyridin-3-yl)methyl]-1-oxophthalazin-2(1H)-yl}acetamide). RXN SMILES: [NH2:1][N:2]1[N:11]=[C:10]([CH2:12][C:13]2[CH:14]=[N:15][C:16]([Cl:19])=[CH:17][CH:18]=2)[C:9]2[C:4](=[CH:5][CH:6]=[CH:7][CH:8]=2)[C:3]1=[O:20].[Cl:21][C:22]1[CH:27]=[CH:26][C:25]([CH2:28][C:29](O)=[O:30])=[CH:24][CH:23]=1>>[Cl:21][C:22]1[CH:27]=[CH:26][C:25]([CH2:28][C:29]([NH:1][N:2]2[N:11]=[C:10]([CH2:12][C:13]3[CH:14]=[N:15][C:16]([Cl:19])=[CH:17][CH:18]=3)[C:9]3[C:4](=[CH:5][CH:6]=[CH:7][CH:8]=3)[C:3]2=[O:20])=[O:30])=[CH:24][CH:23]=1. Procedure details: The product from Example 30A and 2-(4-chlorophenyl)acetic acid were processed using a method similar to that described in Example 10C to afford the title compound. 1H NMR (400 MHz, DMSO-d6) δ ppm 11.60 (s, 1H), 8.42 (d, J=2.5 Hz, 1H), 8.32 (dd, J=7.9, 1.3 Hz, 1H), 8.06 (d, J=8.0 Hz, 1H), 7.97 (ddd, J=8.1, 7.2, 1.4 Hz, 1H), 7.90 (ddd, J=8.0, 7.2, 1.3 Hz, 1H), 7.73 (dd, J=8.2, 2.5 Hz, 1H), 7.46 (dd, J=8.2, 0.8 Hz, 1H), 7.39-7.43 (m, 2H), 7.35-7.38 (m, 2H), 4.39 (s, 2H), 3.68 (s, 2H); MS (APCI) M/Z... The reactants are C(C)(=O)C=1C=CC=C2CCNC12 (7-acetylindoline), 4A. Reagents/catalysts: [O-2].[O-2].[Mn+4] (manganese dioxide), [O-2].[O-2].[Mn+4] (manganese dioxide), [O-2].[O-2].[Mn+4] (manganese dioxide). Solvent: C(Cl)Cl (methylene chloride). Reaction conditions: time 5 hour. Yields the product C(C)(=O)C=1C=CC=C2C=CNC12 (7-acetylindole). The yield is 76.0%. As a reaction SMILES: [C:1]([C:4]1[CH:5]=[CH:6][CH:7]=[C:8]2[C:12]=1[NH:11][CH2:10][CH2:9]2)(=[O:3])[CH3:2]>[O-2].[O-2].[Mn+4].C(Cl)Cl>[C:1]([C:4]1[CH:5]=[CH:6][CH:7]=[C:8]2[C:12]=1[NH:11][CH:10]=[CH:9]2)(=[O:3])[CH3:2] |f:1.2.3|. Reported procedure: To 30 g. (0.186 mole) of 7-acetylindoline in 415 ml. of methylene chloride was added 48.5 g (0.56 mole) of manganese dioxide and the mixture refluxed through a soxhlet filled with 4A molecular sieves for 22 hours. The mixture was cooled and an additional 48.5 g. of manganese dioxide was added. Fresh molecular sieves were added and the refluxing continued for 5 hours. The same amount of manganese dioxide and molecular sieves were added again and the refluxing was continued for one hour. The mixtu... Yield: 52.6%. Reagents/catalysts: C=1C=CC(=CC1)/C=C/C(=O)/C=C/C2=CC=CC=C2.C=1C=CC(=CC1)/C=C/C(=O)/C=C/C2=CC=CC=C2.C=1C=CC(=CC1)/C=C/C(=O)/C=C/C2=CC=CC=C2.[Pd].[Pd] (tris(dibenzylideneacetone)dipalladium). The reactants are [OH-].[Na+] (NaOH), C(C)(C)C1=C(C(=C(C=C1)C1=CC=CC=C1)C(C)C)C(C)C (tri-isopropyl1,1′-biphenyl), [O-]P(=O)([O-])[O-].[K+].[K+].[K+] (potassium phosphate tribasic), C(C)[C@H]1NC(C2=C1NC(=C2)B2OC(C(O2)(C)C)(C)C)=O ((R)-6-ethyl-2-(4,4,5,5-tetramethyl-1,3,2-dioxaborolan-2-yl)-5,6-dihydropyrrolo[3,4-b]pyrrol-4(1H)-one), C(C)(C)(C)NC1=NC2=C(C=CC=C2C(N1C)=O)I (2-(tert-butylamino)-8-iodo-3-methylquinazolin-4(3H)-one), C(C)(C)(C)NC1=NC2=C(C=CC=C2C(N1C)=O)I (2-(tert-butylamino)-8-iodo-3-methylquinazolin-4(3H)-one). Yields the product C(C)(C)(C)NC1=NC2=C(C=CC=C2C(N1C)=O)C1=CC2=C(N1)[C@H](NC2=O)CC ((R)-2-(tert-butylamino)-8-(6-ethyl-4-oxo-1,4,5,6-tetrahydropyrrolo[3,4-b]pyrrol-2-yl)-3-methylquinazolin-4(3H)-one). As a reaction SMILES: C(C1C=CC(C2C=CC=CC=2)=C(C(C)C)C=1C(C)C)(C)C.[O-]P([O-])([O-])=O.[K+].[K+].[K+].[CH2:30]([C@@H:32]1[C:36]2[NH:37][C:38](B3OC(C)(C)C(C)(C)O3)=[CH:39][C:35]=2[C:34](=[O:49])[NH:33]1)[CH3:31].[C:50]([NH:54][C:55]1[N:64]([CH3:65])[C:63](=[O:66])[C:62]2[C:57](=[C:58](I)[CH:59]=[CH:60][CH:61]=2)[N:56]=1)([CH3:53])([CH3:52])[CH3:51].[OH-].[Na+]>O1CCOCC1.O.CCOCC.C1C=CC(/C=C/C(/C=C/C2C=CC=CC=2)=O)=CC=1.C1C=CC(/C=C/C(/C=C/C2C=CC=CC=2)=O)=CC=1.C1C=CC(/C=C/C(/C=C/C2C=CC=CC=2)=O)=CC=1.[Pd].[Pd]>[C:50]([NH:54][C:55]1[N:64]([CH3:65])[C:63](=[O:66])[C:62]2[C:57](=[C:58]([C:38]3[NH:37][C:36]4[C@@H:32]([CH2:30][CH3:31])[NH:33][C:34](=[O:49])[C:35]=4[CH:39]=3)[CH:59]=[CH:60][CH:61]=2)[N:56]=1)([CH3:53])([CH3:52])[CH3:51] |f:1.2.3.4,7.8,12.13.14.15.16|. Run at temperature 80 celsius. Run in CCOCC (Et2O), O1CCOCC1 (1,4-dioxane), O (water). Reported procedure: A mixture of 2-(dicyclohexylphosphino)-2′,4′,6%-tri-isopropyl1,1′-biphenyl (Strem Chemicals, 16.02 mg, 0.034 mmol), tris(dibenzylideneacetone)dipalladium (0) (Strem Chemicals, 15.38 mg, 0.017 mmol), potassium phosphate tribasic (Sigma Aldrich, 267 mg, 1.260 mmol), (R)-6-ethyl-2-(4,4,5,5-tetramethyl-1,3,2-dioxaborolan-2-yl)-5,6-dihydropyrrolo[3,4-b]pyrrol-4(1H)-one (505g, 232 mg, 0.840 mmol) and 2-(tert-butylamino)-8-iodo-3-methylquinazolin-4(3H)-one (Intermediate 701, 150 mg, 0.420 mmol) in 1,4-... Reactants: CON(C(C)=O)C (N-methoxy-N-methylacetamide), BrC=1C=C(C[Mg]Br)C=CC1 (3-bromobenzylmagnesium bromide). Run in CCOCC (ether). Reaction conditions: temperature 0 celsius, time 2 hour. Product: BrC=1C=C(C=CC1)CC(=O)C (1-(3-bromophenyl)acetone). Reaction SMILES: CON(C)[C:4](=[O:6])[CH3:5].[Br:8][C:9]1[CH:10]=[C:11]([CH:15]=[CH:16][CH:17]=1)[CH2:12][Mg]Br>CCOCC>[Br:8][C:9]1[CH:10]=[C:11]([CH2:12][C:4]([CH3:5])=[O:6])[CH:15]=[CH:16][CH:17]=1. Procedure details: To a solution of N-methoxy-N-methylacetamide (10 g, 0.10 mol) in 200 mL of ether at 0° C. was added 3-bromobenzylmagnesium bromide (0.25 M, 200 mL, 50 mmol). After stirring at 0° C. for 2 h, the reaction mixture was partitioned between hexane and saturated aqueous ammonium chloride. The organic layer was separated, washed with brine, dried over anhydrous magnesium sulfate, filtered and concentrated to dryness to give the title compound, which was used without further purification. 1H NMR (500 MH...